Dataset: the Open Reaction Database (ORD), a public repository of structured organic reaction records. Task: describe an organic reaction: reactants, conditions, products, and yield Starting materials: C(C)(C)(C)OC(=O)N1[C@@H](CC(C1)=NOCC)C(=O)O ((2S,4EZ)-1-(tert-butoxycarbonyl)-4-(ethoxyimino)-2-pyrrolidinecarboxylic acid), N(=C=O)C1=CC(=CC=C1)C (1-isocyanato-3-methylbenzene), C(C)N1C2=CC=CC=C2C=2C=C(C=CC12)N (9-ethyl-9H-carbazol-3-amine). Yields the product C(C)ON=C1C[C@H](N(C1)C(=O)NC1=CC(=CC=C1)C)C(=O)NC=1C=CC=2N(C3=CC=CC=C3C2C1)CC ((2S,4EZ)-4-(ethoxyimino)-N2-(9-ethyl-9H-carbazol-3-yl)-N1-(3-methylphenyl)-1,2-pyrrolidinedicarboxamide). RXN SMILES: C(O[C:6]([N:8]1[CH2:12][C:11](=[N:13][O:14][CH2:15][CH3:16])[CH2:10][C@H:9]1[C:17]([OH:19])=O)=[O:7])(C)(C)C.[N:20]([C:23]1[CH:28]=[CH:27][CH:26]=[C:25]([CH3:29])[CH:24]=1)=C=O.[CH2:30]([N:32]1[C:44]2[CH:43]=[CH:42][C:41]([NH2:45])=[CH:40][C:39]=2[C:38]2[C:33]1=[CH:34][CH:35]=[CH:36][CH:37]=2)[CH3:31]>>[CH2:15]([O:14][N:13]=[C:11]1[CH2:12][N:8]([C:6]([NH:20][C:23]2[CH:28]=[CH:27][CH:26]=[C:25]([CH3:29])[CH:24]=2)=[O:7])[C@H:9]([C:17]([NH:45][C:41]2[CH:42]=[CH:43][C:44]3[N:32]([CH2:30][CH3:31])[C:33]4[C:38]([C:39]=3[CH:40]=2)=[CH:37][CH:36]=[CH:35][CH:34]=4)=[O:19])[CH2:10]1)[CH3:16]. Reported procedure: Following the general method as outlined in Example 22, starting from (2S,4EZ)-1-(tert-butoxycarbonyl)-4-(ethoxyimino)-2-pyrrolidinecarboxylic acid, 1-isocyanato-3-methylbenzene, and 9-ethyl-9H-carbazol-3-amine the title compound was obtained in 80% purity by LC/MS. MS(ESI+): m/z=498.4. The reactants are CC(C)=C (isobutylene), OS(=O)(=O)O (H2SO4), C1(CCCC1)C=1C=C(C[C@H](N)C(=O)O)C=CC1.Cl (3-cyclopentyl-L-phenylalanine·HCl), amine, Cl (HCl). Solvent: O1CCOCC1 (1,4-dioxane). Yields the product C1(CCCC1)C=1C=C(C[C@H](N)C(=O)OC(C)(C)C)C=CC1.Cl (tert-butyl 3-cyclopentyl-L-phenylalaninate·HCl). Yield: 82.0%. As a reaction SMILES: [CH:1]1([C:6]2[CH:7]=[C:8]([CH:15]=[CH:16][CH:17]=2)[CH2:9][C@@H:10]([C:12]([OH:14])=[O:13])[NH2:11])[CH2:5][CH2:4][CH2:3][CH2:2]1.[ClH:18].[CH3:19][C:20](=[CH2:22])[CH3:21].OS(O)(=O)=O.Cl>O1CCOCC1>[CH:1]1([C:6]2[CH:7]=[C:8]([CH:15]=[CH:16][CH:17]=2)[CH2:9][C@@H:10]([C:12]([O:14][C:20]([CH3:22])([CH3:21])[CH3:19])=[O:13])[NH2:11])[CH2:5][CH2:4][CH2:3][CH2:2]1.[ClH:18] |f:0.1,6.7|. Reported procedure: According to example 54, 0.50 g of 3-cyclopentyl-L-phenylalanine·HCl was treated with 25 mL of isobutylene in 20 mL of 1,4-dioxane in the presence of 0.3 mL of conc. H2SO4. Work-up followed by acidification of the free amine with ethereal HCl afforded 0.49 g (82%) of tert-butyl 3-cyclopentyl-L-phenylalaninate·HCl as a white powder, m.p. 154-156° C. The reactants are CB(O)O, CCC1CC(N(Cc2cc(C(F)(F)F)cc(C(F)(F)F)c2)C(C)=O)c2nc(Br)ccc2N1C(=O)OC(C)C, ClCCl, [Cs+], [F-], C1COCCO1, O. The product is CCC1CC(N(Cc2cc(C(F)(F)F)cc(C(F)(F)F)c2)C(C)=O)c2nc(C)ccc2N1C(=O)OC(C)C. RXN SMILES: [CH3:42][B:43]([OH:44])[OH:45].[CH:4]([CH3:5])([CH3:6])[O:7][C:8](=[O:9])[N:10]1[CH:11]([CH2:40][CH3:41])[CH2:12][CH:13]([N:21]([CH2:22][c:23]2[cH:24][c:25]([C:33]([F:34])([F:35])[F:36])[cH:26][c:27]([C:29]([F:30])([F:31])[F:32])[cH:28]2)[C:37]([CH3:38])=[O:39])[c:14]2[n:15][c:16]([Br:20])[cH:17][cH:18][c:19]21.[Cl:1][CH2:2][Cl:3].[Cs+:47].[F-:46].[O:48]1[CH2:49][CH2:50][O:51][CH2:52][CH2:53]1.[OH2:54]>>[CH:4]([CH3:5])([CH3:6])[O:7][C:8](=[O:9])[N:10]1[CH:11]([CH2:40][CH3:41])[CH2:12][CH:13]([N:21]([CH2:22][c:23]2[cH:24][c:25]([C:33]([F:34])([F:35])[F:36])[cH:26][c:27]([C:29]([F:30])([F:31])[F:32])[cH:28]2)[C:37]([CH3:38])=[O:39])[c:14]2[n:15][c:16]([CH3:42])[cH:17][cH:18][c:19]21. The reactants are C(C=C)[C@@]1(N(C(N(CC1)[C@@H](C)C1=CC=C(C=C1)Br)=O)C)C1=CC=C(C=C1)F ((S)-4-allyl-1-((S)-1-(4-bromophenyl)ethyl)-4-(4-fluorophenyl)-3-methyltetrahydropyrimidin-2(1H)-one), C(C=C)[C@@]1(NC(N(CC1)[C@@H](C)C1=CC=C(C=C1)Br)=O)C1=CC=C(C=C1)F ((S)-4-allyl-1-((S)-1-(4-bromophenyl)ethyl)-4-(4-fluorophenyl)tetrahydropyrimidin-2(1H)-one). Yields the product BrC1=CC=C(C=C1)[C@H](C)N1C(N([C@](CC1)(CCCO)C1=CC=C(C=C1)F)C)=O ((S)-1-((S)-1-(4-bromophenyl)ethyl)-4-(4-fluorophenyl)-4-(3-hydroxypropyl)-3-methyltetrahydropyrimidin-2(1H)-one), C(C=C)[C@@]1(N(C(N(CC1)[C@@H](C)C1=CC=C(C=C1)Br)=O)C)C1=CC=C(C=C1)F ((S)-4-allyl-1-((S)-1-(4-bromophenyl)ethyl)-4-(4-fluorophenyl)-3-methyltetrahydropyrimidin-2(1H)-one). RXN SMILES: [CH2:1]([C@@:4]1([C:21]2[CH:26]=[CH:25][C:24]([F:27])=[CH:23][CH:22]=2)[CH2:9][CH2:8][N:7]([C@H:10]([C:12]2[CH:17]=[CH:16][C:15]([Br:18])=[CH:14][CH:13]=2)[CH3:11])[C:6](=[O:19])[N:5]1[CH3:20])[CH:2]=[CH2:3].C([C@@]1(C2C=CC(F)=CC=2)CCN([C@H](C2C=CC(Br)=CC=2)C)C(=[O:46])N1)C=C>>[Br:18][C:15]1[CH:16]=[CH:17][C:12]([C@@H:10]([N:7]2[CH2:8][CH2:9][C@:4]([C:21]3[CH:22]=[CH:23][C:24]([F:27])=[CH:25][CH:26]=3)([CH2:1][CH2:2][CH2:3][OH:46])[N:5]([CH3:20])[C:6]2=[O:19])[CH3:11])=[CH:13][CH:14]=1.[CH2:1]([C@@:4]1([C:21]2[CH:22]=[CH:23][C:24]([F:27])=[CH:25][CH:26]=2)[CH2:9][CH2:8][N:7]([C@H:10]([C:12]2[CH:17]=[CH:16][C:15]([Br:18])=[CH:14][CH:13]=2)[CH3:11])[C:6](=[O:19])[N:5]1[CH3:20])[CH:2]=[CH2:3]. Procedure details: (S)-1-((S)-1-(4-bromophenyl)ethyl)-4-(4-fluorophenyl)-4-(3-hydroxypropyl)-3-methyltetrahydropyrimidin-2(1H)-one was prepared from (S)-4-allyl-1-((S)-1-(4-bromophenyl)ethyl)-4-(4-fluorophenyl)-3-methyltetrahydropyrimidin-2(1H)-one following a procedure analogous to that described in Example 10. (S)-4-allyl-1-((S)-1-(4-bromophenyl)ethyl)-4-(4-fluorophenyl)-3-methyltetrahydropyrimidin-2(1H)-one was prepared from (S)-4-allyl-1-((S)-1-(4-bromophenyl)ethyl)-4-(4-fluorophenyl)tetrahydropyrimidin-2(1H)-... Reactants: C([O-])([O-])=O.[K+].[K+] (Potassium carbonate), CC(C)OC(N[C@@H]1C[C@@H](N(C2=CC=C(C=C12)B1OC(C(O1)(C)C)(C)C)C(C)=O)C)=O (1-methylethyl[(2S,4R)-1-acetyl-2-methyl-6-(4,4,5,5-tetramethyl-1,3,2-dioxaborolan-2-yl)-1,2,3,4-tetrahydro-4-quinolinyl]carbamate), Intermediate 80, C([O-])([O-])=O.[K+].[K+] (potassium carbonate), Intermediate 52, CC(C)(C)N(C([O-])=O)CCN1C=NC(=C1)I (1,1-dimethylethyl[2-(4-iodo-1H-imidazol-1-yl)ethyl]carbamate). Reagents/catalysts: C=1C=CC(=CC1)[P](C=2C=CC=CC2)(C=3C=CC=CC3)[Pd]([P](C=4C=CC=CC4)(C=5C=CC=CC5)C=6C=CC=CC6)([P](C=7C=CC=CC7)(C=8C=CC=CC8)C=9C=CC=CC9)[P](C=1C=CC=CC1)(C=1C=CC=CC1)C=1C=CC=CC1 (tetrakis(triphenylphosphine)palladium(0)), C=1C=CC(=CC1)[P](C=2C=CC=CC2)(C=3C=CC=CC3)[Pd]([P](C=4C=CC=CC4)(C=5C=CC=CC5)C=6C=CC=CC6)([P](C=7C=CC=CC7)(C=8C=CC=CC8)C=9C=CC=CC9)[P](C=1C=CC=CC1)(C=1C=CC=CC1)C=1C=CC=CC1 (tetrakis(triphenylphosphine)palladium(0)). Run in C(C)O (ethanol), C1(=CC=CC=C1)C (toluene). The product is CC(C)OC(N[C@@H]1C[C@@H](N(C2=CC=C(C=C12)C=1N=CN(C1)CCNC(=O)OC(C)(C)C)C(C)=O)C)=O (1-methylethyl((2S,4R)-1-acetyl-6-{1-[2-({[(1,1-dimethylethyl)oxy]carbonyl}amino)ethyl]-1H-imidazol-4-yl}-2-methyl-1,2,3,4-tetrahydro-4-quinolinyl)carbamate). Isolated yield 12.0%. Reaction SMILES: [CH3:1][CH:2]([O:4][C:5](=[O:30])[NH:6][C@H:7]1[C:16]2[C:11](=[CH:12][CH:13]=[C:14](B3OC(C)(C)C(C)(C)O3)[CH:15]=2)[N:10]([C:26](=[O:28])[CH3:27])[C@@H:9]([CH3:29])[CH2:8]1)[CH3:3].CC([N:35]([CH2:39][CH2:40][N:41]1[CH:45]=[C:44](I)[N:43]=[CH:42]1)[C:36](=[O:38])[O-:37])(C)C.C(=O)([O-])[O-].[K+].[K+]>C1(C)C=CC=CC=1.C(O)C.C1C=CC([P]([Pd]([P](C2C=CC=CC=2)(C2C=CC=CC=2)C2C=CC=CC=2)([P](C2C=CC=CC=2)(C2C=CC=CC=2)C2C=CC=CC=2)[P](C2C=CC=CC=2)(C2C=CC=CC=2)C2C=CC=CC=2)(C2C=CC=CC=2)C2C=CC=CC=2)=CC=1>[CH3:1][CH:2]([O:4][C:5](=[O:30])[NH:6][C@H:7]1[C:16]2[C:11](=[CH:12][CH:13]=[C:14]([C:44]3[N:43]=[CH:42][N:41]([CH2:40][CH2:39][NH:35][C:36]([O:37][C:16]([CH3:11])([CH3:7])[CH3:15])=[O:38])[CH:45]=3)[CH:15]=2)[N:10]([C:26](=[O:28])[CH3:27])[C@@H:9]([CH3:29])[CH2:8]1)[CH3:3] |f:2.3.4,^1:66,68,87,106|. Reported procedure: A mixture of 1-methylethyl[(2S,4R)-1-acetyl-2-methyl-6-(4,4,5,5-tetramethyl-1,3,2-dioxaborolan-2-yl)-1,2,3,4-tetrahydro-4-quinolinyl]carbamate (for a preparation see Intermediate 52) (333 mg, 0.80 mmol), 1,1-dimethylethyl[2-(4-iodo-1H-imidazol-1-yl)ethyl]carbamate (for a preparation see Intermediate 80) (270 mg, 0.8 mmol), potassium carbonate (443 mg, 3.2 mmol) and tetrakis(triphenylphosphine)palladium(0) (46 mg, 0.040 mmol) in toluene (10 ml) and ethanol (10 ml) was refluxed under nitrogen for ... Procedure details: A racemate of tert-butyl 5-(2-tert-butoxy-2-oxoethyl)-3-(3-hydroxyphenyl)-4,5-dihydro-1,2-oxazole-5-carboxylate (49.5 g) was fractionated by HPLC (column: CHIRALPAK AD (trade name), 50 mm ID×500 mm L, mobile phase: hexane/ethanol=850/150) to obtain the title compound (24.3 g) eluted at a larger retention time. RXN SMILES: [C:1]([O:5][C:6](=[O:27])[CH2:7][C:8]1([C:20]([O:22][C:23]([CH3:26])([CH3:25])[CH3:24])=[O:21])[O:12][N:11]=[C:10]([C:13]2[CH:18]=[CH:17][CH:16]=[C:15]([OH:19])[CH:14]=2)[CH2:9]1)([CH3:4])([CH3:3])[CH3:2]>CCCCCC.C(O)C>[C:1]([O:5][C:6](=[O:27])[CH2:7][C@@:8]1([C:20]([O:22][C:23]([CH3:26])([CH3:25])[CH3:24])=[O:21])[O:12][N:11]=[C:10]([C:13]2[CH:18]=[CH:17][CH:16]=[C:15]([OH:19])[CH:14]=2)[CH2:9]1)([CH3:3])([CH3:4])[CH3:2] |f:1.2|. Product: C(C)(C)(C)OC(C[C@@]1(CC(=NO1)C1=CC(=CC=C1)O)C(=O)OC(C)(C)C)=O (tert-Butyl (5S)-5-(2-tert-butoxy-2-oxoethyl)-3-(3-hydroxyphenyl)-4,5-dihydro-1,2-oxazole-5-carboxylate). Yield: 49.1%. Solvent: CCCCCC.C(C)O (hexane ethanol). Starting materials: C(C)(C)(C)OC(CC1(CC(=NO1)C1=CC(=CC=C1)O)C(=O)OC(C)(C)C)=O (tert-butyl 5-(2-tert-butoxy-2-oxoethyl)-3-(3-hydroxyphenyl)-4,5-dihydro-1,2-oxazole-5-carboxylate). The reactants are O=C(Cl)CCC1CCCC1, [NH4+], [OH-]. The product is N#CCCC1CCCC1. RXN SMILES: [CH:1]1([CH2:6][CH2:7][C:8]([Cl:9])=[O:10])[CH2:2][CH2:3][CH2:4][CH2:5]1.[NH4+:11].[OH-:12]>>[CH:1]1([CH2:6][CH2:7][C:8]#[N:11])[CH2:2][CH2:3][CH2:4][CH2:5]1. Reaction SMILES: [C:1]([CH:4]1[N:9]([C:10]2[CH:15]=[C:14]([C:16](=[O:18])[NH2:17])[N:13]=[C:12]([Cl:19])[N:11]=2)[CH2:8][CH2:7][N:6](C(OC(C)(C)C)=O)[CH2:5]1)(=[O:3])[NH2:2].CO>O1CCOCC1.Cl>[ClH:19].[C:1]([CH:4]1[CH2:5][NH:6][CH2:7][CH2:8][N:9]1[C:10]1[N:11]=[C:12]([Cl:19])[N:13]=[C:14]([C:16]([NH2:17])=[O:18])[CH:15]=1)(=[O:3])[NH2:2] |f:4.5|. Procedure details: To a solution of tert-butyl 3-carbamoyl-4-(6-carbamoyl-2-chloropyrimidin-4-yl)piperazine-1-carboxylate (4.744 g, 12.33 mmol) in dioxane (25 mL) was added 4M HCl in dioxane (5.0 mL, 20.0 mmol). After stirring overnight the reaction was diluted with additional dioxane (25 mL) and 4M HCl in dioxane (5.0 mL, 20.0 mmol). After 5 h, MeOH (10 mL) was added. After stirring overnight more MeOH (10 mL) was added. After stirring one more night the reaction was evaporated in vacuo to give crude 6-(2-carbamo... Reaction conditions: time 8 hour. Product: Cl.C(N)(=O)C1N(CCNC1)C1=CC(=NC(=N1)Cl)C(=O)N (6-(2-carbamoylpiperazin-1-yl)-2-chloropyrimidine-4-carboxamide hydrochloride). The reactants are C(N)(=O)C1CN(CCN1C1=NC(=NC(=C1)C(N)=O)Cl)C(=O)OC(C)(C)C (tert-butyl 3-carbamoyl-4-(6-carbamoyl-2-chloropyrimidin-4-yl)piperazine-1-carboxylate), CO (MeOH), CO (MeOH). Run in O1CCOCC1 (dioxane), Cl (HCl), O1CCOCC1 (dioxane), O1CCOCC1 (dioxane), O1CCOCC1 (dioxane), Cl (HCl). Reactants: [Al+3], C[Si](C)(C)C#N, COc1ccc2c(c1)CCCC2=O, [Cl-], [Cl-], [Cl-], [I-], [I-], [Zn+2], c1ccccc1. Product: COc1ccc2c(c1)CCC=C2C#N. RXN SMILES: [Al+3:21].[CH3:14][Si:15]([CH3:16])([CH3:17])[C:18]#[N:19].[CH3:1][O:2][c:3]1[cH:4][c:5]2[c:10]([cH:11][cH:12]1)[C:9](=[O:13])[CH2:8][CH2:7][CH2:6]2.[Cl-:20].[Cl-:22].[Cl-:23].[I-:24].[I-:26].[Zn+2:25].[cH:27]1[cH:28][cH:29][cH:30][cH:31][cH:32]1>>[CH3:1][O:2][c:3]1[cH:4][c:5]2[c:10]([cH:11][cH:12]1)[C:9]([C:18]#[N:19])=[CH:8][CH2:7][CH2:6]2. Reactants: CO, [NH4+], CN(C)C=O, CCOP(=O)([O-])CCOCn1cnc2c(N)ncnc21. The product is Nc1ncnc2c1ncn2COCCP(=O)(O)O. Reaction SMILES: [CH3:22][OH:23].[NH4+:21].[O:24]=[CH:25][N:26]([CH3:27])[CH3:28].[n:1]1[cH:2][n:3][c:4]2[n:5]([CH2:11][O:12][CH2:13][CH2:14][P:15]([O:16][CH2:17][CH3:18])([O-:19])=[O:20])[cH:6][n:7][c:8]2[c:9]1[NH2:10]>>[n:1]1[cH:2][n:3][c:4]2[n:5]([CH2:11][O:12][CH2:13][CH2:14][P:15](=[O:16])([OH:19])[OH:20])[cH:6][n:7][c:8]2[c:9]1[NH2:10].